From a dataset of the Open Reaction Database (ORD), a public repository of structured organic reaction records. describe an organic reaction: reactants, conditions, products, and yield The reactants are C(C)(C)NC1=CC=CC=2C(C3=CC=CC(=C3C(C12)=O)[N+](=O)[O-])=O (1-isopropylamino-8-nitro-anthraquinone), COCCO (ethylene glycol monomethyl ether), [OH-].[K+] (potassium hydroxide). Solvent: O (water). Conditions: time 1 hour. Product: C(C)(C)NC1=CC=CC=2C(C3=CC=CC(=C3C(C12)=O)OCCOC)=O (1-isopropylamino-8-(β-methoxy-ethoxy)anthraquinone). Reaction SMILES: [CH:1]([NH:4][C:5]1[C:18]2[C:17](=[O:19])[C:16]3[C:11](=[CH:12][CH:13]=[CH:14][C:15]=3[N+]([O-])=O)[C:10](=[O:23])[C:9]=2[CH:8]=[CH:7][CH:6]=1)([CH3:3])[CH3:2].[CH3:24][O:25][CH2:26][CH2:27][OH:28].[OH-].[K+]>O>[CH:1]([NH:4][C:5]1[C:18]2[C:17](=[O:19])[C:16]3[C:11](=[CH:12][CH:13]=[CH:14][C:15]=3[O:28][CH2:27][CH2:26][O:25][CH3:24])[C:10](=[O:23])[C:9]=2[CH:8]=[CH:7][CH:6]=1)([CH3:3])[CH3:2] |f:2.3|. Procedure: 15 g of 1-isopropylamino-8-nitro-anthraquinone are stirred into a solution of 60 ml of ethylene glycol monomethyl ether and 15 g of potassium hydroxide at 55° and the mixture is further stirred at 60°-65° (approx. 1 hour being required) until only a trace of the starting material remains chromatographically detectable. The mixture is diluted with 120 ml of water and the product is filtered off, washed with water until neutral and dried in vacuo at 60°. Yield: 16.7 g.